From a dataset of the Open Reaction Database (ORD), a public repository of structured organic reaction records. describe an organic reaction: reactants, conditions, products, and yield Starting materials: C(C)(C)N(C(=O)N)C1=CC2=C(C=C1)OCO2 (N-isopropyl-(3,4-methylenedioxyphenyl)urea), C (charcoal), C(C1=CC=CC=C1)=O (benzaldehyde), C1(=CC=CC=C1)C (toluene). The reagents and catalysts are CS(=O)(=O)O (methanesulphonic acid). Run in C(CC)O (propanol). Yields the product C(C)(C)N1C(NC(C2=CC3=C(C=C12)OCO3)C3=CC=CC=C3)=O (1-isopropyl-4-phenyl-6,7-methylenedioxy-3,4-dihydro-2(1H)-quinazolinone). Reaction SMILES: [CH:1]([N:4]([C:8]1[CH:13]=[CH:12][C:11]2[O:14][CH2:15][O:16][C:10]=2[CH:9]=1)[C:5]([NH2:7])=[O:6])([CH3:3])[CH3:2].[CH:17](=O)[C:18]1[CH:23]=[CH:22][CH:21]=[CH:20][CH:19]=1.C1(C)C=CC=CC=1.C>CS(O)(=O)=O.C(O)CC>[CH:1]([N:4]1[C:8]2[C:13](=[CH:12][C:11]3[O:14][CH2:15][O:16][C:10]=3[CH:9]=2)[CH:17]([C:18]2[CH:23]=[CH:22][CH:21]=[CH:20][CH:19]=2)[NH:7][C:5]1=[O:6])([CH3:3])[CH3:2]. Reported procedure: A solution of 10.3 gm. of N-isopropyl-(3,4-methylenedioxyphenyl)urea, 7.1 ml. of benzaldehyde, and 3 drops of methanesulphonic acid in 250 ml. of toluene is refluxed under a water separator for 21 hours. The cooled solution is then washed with 200 ml. of water, dried and evaporated to yield a powder. This product is decolorized in hot propanol with a small amount of activated charcoal and recrystallized from propanol to obtain 1-isopropyl-4-phenyl-6,7-methylenedioxy-3,4-dihydro-2(1H)-quinazolino... The reactants are C1(=CC=CC=C1)S(=O)(=O)OC1=CC2=C(SC=C2C(=O)O)C=C1 (5-Benzenesulfonyloxybenzo[b]thiophene-3-carboxylic acid), S(=O)(Cl)Cl (thionyl chloride). Reagents/catalysts: CN(C=O)C (dimethylformamide). Run in C1(=CC=CC=C1)C (toluene). Yields the product C1(=CC=CC=C1)S(=O)(=O)OC1=CC2=C(SC=C2C(=O)Cl)C=C1 (5-Benzenesulfonyloxybenzo[b]thiophene-3-carbonyl chloride). Yield: 100.0%. RXN SMILES: [C:1]1([S:7]([O:10][C:11]2[CH:22]=[CH:21][C:14]3[S:15][CH:16]=[C:17]([C:18](O)=[O:19])[C:13]=3[CH:12]=2)(=[O:9])=[O:8])[CH:6]=[CH:5][CH:4]=[CH:3][CH:2]=1.S(Cl)([Cl:25])=O>CN(C)C=O.C1(C)C=CC=CC=1>[C:1]1([S:7]([O:10][C:11]2[CH:22]=[CH:21][C:14]3[S:15][CH:16]=[C:17]([C:18]([Cl:25])=[O:19])[C:13]=3[CH:12]=2)(=[O:9])=[O:8])[CH:6]=[CH:5][CH:4]=[CH:3][CH:2]=1. Procedure details: 5-Benzenesulfonyloxybenzo[b]thiophene-3-carboxylic acid (6) (5.582 g, 16.7 mmol) prepared in Examples above was refluxed for 1.5 hours with dimethylformamide (1 drop), thionyl chloride (3.57 ml, 50 mmol) and toluene (22 ml), and the solvent was removed under reduced pressure to provide 5.89 g of the title compound (10). Reactants: CCCCOC1c2ccccc2C(=O)N(CC2CC2)C1(C=CC(=O)O)CNC(=O)OC(C)(C)C, CCN=C=NCCCN(C)C, CN(C)C=O, Cl, [NH4+], O, On1nnc2ccccc21. The product is CCCCOC1c2ccccc2C(=O)N(CC2CC2)C1(C=CC(N)=O)CNC(=O)OC(C)(C)C. Reaction SMILES: [CH2:1]([CH2:2][CH2:3][CH3:4])[O:5][CH:6]1[C:7]([CH2:21][NH:22][C:23](=[O:24])[O:25][C:26]([CH3:27])([CH3:28])[CH3:29])([CH:30]=[CH:31][C:32](=[O:33])[OH:34])[N:8]([CH2:17][CH:18]2[CH2:19][CH2:20]2)[C:9](=[O:16])[c:10]2[cH:11][cH:12][cH:13][cH:14][c:15]21.[CH2:36]([N:38]=[C:37]=[N:39][CH2:40][CH2:41][CH2:42][N:43]([CH3:44])[CH3:45])[CH3:46].[CH3:59][N:60]([CH3:61])[CH:62]=[O:63].[ClH:35].[NH4+:47].[OH2:58].[OH:48][n:49]1[c:50]2[cH:51][cH:52][cH:53][cH:54][c:55]2[n:56][n:57]1>>[CH2:1]([CH2:2][CH2:3][CH3:4])[O:5][CH:6]1[C:7]([CH2:21][NH:22][C:23](=[O:24])[O:25][C:26]([CH3:27])([CH3:28])[CH3:29])([CH:30]=[CH:31][C:32](=[O:34])[NH2:38])[N:8]([CH2:17][CH:18]2[CH2:19][CH2:20]2)[C:9](=[O:16])[c:10]2[cH:11][cH:12][cH:13][cH:14][c:15]21. Reactants: ClCCl, COCCCCC(O)(C1CCCN(C(=O)OC(C)(C)C)C1)C(F)(F)F, O=C(O)C(F)(F)F. The product is COCCCCC(O)(C1CCCNC1)C(F)(F)F. RXN SMILES: [Cl:33][CH2:34][Cl:35].[F:1][C:2]([C:3]([CH2:4][CH2:5][CH2:6][CH2:7][O:8][CH3:9])([OH:10])[CH:11]1[CH2:12][N:13]([C:17]([O:18][C:19]([CH3:20])([CH3:21])[CH3:22])=[O:23])[CH2:14][CH2:15][CH2:16]1)([F:24])[F:25].[F:26][C:27]([F:28])([F:29])[C:30]([OH:31])=[O:32]>>[F:1][C:2]([C:3]([CH2:4][CH2:5][CH2:6][CH2:7][O:8][CH3:9])([OH:10])[CH:11]1[CH2:12][NH:13][CH2:14][CH2:15][CH2:16]1)([F:24])[F:25]. The reactants are [BH4-], CCOc1cc(C=O)ccc1OCc1nc(-c2ccco2)oc1C, [Na+], C1CCOC1, O. Product: CCOc1cc(CO)ccc1OCc1nc(-c2ccco2)oc1C. Reaction SMILES: [BH4-:25].[CH2:1]([CH3:2])[O:3][c:4]1[cH:5][c:6]([CH:7]=[O:8])[cH:9][cH:10][c:11]1[O:12][CH2:13][c:14]1[n:15][c:16](-[c:20]2[o:21][cH:22][cH:23][cH:24]2)[o:17][c:18]1[CH3:19].[Na+:26].[O:28]1[CH2:29][CH2:30][CH2:31][CH2:32]1.[OH2:27]>>[CH2:1]([CH3:2])[O:3][c:4]1[cH:5][c:6]([CH2:7][OH:8])[cH:9][cH:10][c:11]1[O:12][CH2:13][c:14]1[n:15][c:16](-[c:20]2[o:21][cH:22][cH:23][cH:24]2)[o:17][c:18]1[CH3:19]. Starting materials: C(=O)C=C (acrolein), [Cl-].[NH4+] (ammonium chloride), C(C)[Mg]Br (ethyl magnesium bromide), C#CCCCCCCCCCCCC (1-tetradecyne). Run in C(C)OCC (diethyl ether), O (water), C(C)OCC (diethyl ether), C(C)OCC (diethyl ether). Reaction conditions: temperature -10 celsius. Product: C=CC(C#CCCCCCCCCCCCC)O (1-Heptadecen-4-yn-3-ol). Reaction SMILES: C([Mg]Br)C.[CH:5]#[C:6][CH2:7][CH2:8][CH2:9][CH2:10][CH2:11][CH2:12][CH2:13][CH2:14][CH2:15][CH2:16][CH2:17][CH3:18].[CH:19]([CH:21]=[CH2:22])=[O:20].[Cl-].[NH4+]>C(OCC)C.O>[CH2:22]=[CH:21][CH:19]([OH:20])[C:5]#[C:6][CH2:7][CH2:8][CH2:9][CH2:10][CH2:11][CH2:12][CH2:13][CH2:14][CH2:15][CH2:16][CH2:17][CH3:18] |f:3.4|. Reported procedure: To freshly prepared ethyl magnesium bromide (from 58.95 mmoles of bromoethane and 49.36 mmoles of magnesium) in diethyl ether (125 ml) was added 1-tetradecyne (44.5 mmoles) in diethyl ether (25 ml) dropwise at ambient temperature. After 3 hours the reaction mixture was cooled to -10° C. and freshly distilled acrolein (59.86 mmoles) in diethyl ether (25 ml) was added dropwise. After 30 minutes saturated ammonium chloride (100 ml) and water (50 ml) were added. The organic phase was separated, wash... Reactants: ClC1C(NC2=C(CC1)C=C(C=C2)C(=O)OC)=O (3-Chloro-7-carbomethoxy-2,3,4,5-tetrahydro-1H-1-benzazepin-2-one), [N-]=[N+]=[N-].[Na+] (NaN3), ice water. Solvent: CS(=O)C (DMSO). Reaction conditions: temperature 75 celsius. Product: N(=[N+]=[N-])C1C(NC2=C(CC1)C=C(C=C2)C(=O)OC)=O (3-Azido-7-carbomethoxy-2,3,4,5-tetrahydro-1H-1-benzazepin-2-one). Yield: 90.8%. As a reaction SMILES: Cl[CH:2]1[CH2:8][CH2:7][C:6]2[CH:9]=[C:10]([C:13]([O:15][CH3:16])=[O:14])[CH:11]=[CH:12][C:5]=2[NH:4][C:3]1=[O:17].[N-:18]=[N+:19]=[N-:20].[Na+]>CS(C)=O>[N:18]([CH:2]1[CH2:8][CH2:7][C:6]2[CH:9]=[C:10]([C:13]([O:15][CH3:16])=[O:14])[CH:11]=[CH:12][C:5]=2[NH:4][C:3]1=[O:17])=[N+:19]=[N-:20] |f:1.2|. Procedure: A solution of 3-chloro-7-carbomethoxy-2,3,4,5-tetrahydro-1H-1-benzazepin-2-one 4 (3.50 g, 13.8 mmol) and NaN3 (1.08 g, 16.6 mmol) in DMSO (100 mL) was stirred at RT for 22 h, then heated at 75° C. for an additional 2 h. The resulting solution was poured into ice water (500 mL) and the resulting precipitate was filtered and dried under vacuum to give 5 (3.26 g, 91%). 1H NMR (250 MHz, CDCl3) δ 8.09 (1H, brs, H-1), 7.93 (2H, m, H-6,8), 7.10 (1H, d, j=6.5 Hz, H-9), 3.93 (3H, s, OCH3), 3.88 (1H, dd, ... Starting materials: C(C)OC(C(CC1=CC(=C(C=C1)O)CCC)(OC1=CC=CC=C1)C)=O (3-(4-hydroxy-3-propylphenyl)-2-methyl-2-phenoxy-propionic acid ethyl ester), C([O-])([O-])=O.[Cs+].[Cs+] (cesium carbonate), C1(=CC(=CC=C1)C=1OC(=C(N1)CCOS(=O)(=O)C1=CC=C(C=C1)C)C)C1=CC=CC=C1 (toluene-4-sulfonic acid 2-(2-biphenyl-3-yl-5-methyl-oxazol-4-yl)-ethyl ester). The solvent is CN(C)C=O (DMF). Run at temperature 55 celsius. Product: C(C)OC(C(CC1=CC(=C(C=C1)OCCC=1N=C(OC1C)C=1C=C(C=CC1)C1=CC=CC=C1)CCC)(OC1=CC=CC=C1)C)=O (3-(4-[2-(2-Biphenyl-3-yl-5-methyl-oxazol-4-yl)-ethoxy]-3-propyl-phenyl}-2-methyl-2-phenoxy-propionic acid ethyl ester). Isolated yield 52.2%. As a reaction SMILES: [CH2:1]([O:3][C:4](=[O:25])[C:5]([CH3:24])([O:17][C:18]1[CH:23]=[CH:22][CH:21]=[CH:20][CH:19]=1)[CH2:6][C:7]1[CH:12]=[CH:11][C:10]([OH:13])=[C:9]([CH2:14][CH2:15][CH3:16])[CH:8]=1)[CH3:2].C(=O)([O-])[O-].[Cs+].[Cs+].[C:32]1([C:57]2[CH:62]=[CH:61][CH:60]=[CH:59][CH:58]=2)[CH:37]=[CH:36][CH:35]=[C:34]([C:38]2[O:39][C:40]([CH3:56])=[C:41]([CH2:43][CH2:44]OS(C3C=CC(C)=CC=3)(=O)=O)[N:42]=2)[CH:33]=1>CN(C=O)C>[CH2:1]([O:3][C:4](=[O:25])[C:5]([CH3:24])([O:17][C:18]1[CH:23]=[CH:22][CH:21]=[CH:20][CH:19]=1)[CH2:6][C:7]1[CH:12]=[CH:11][C:10]([O:13][CH2:44][CH2:43][C:41]2[N:42]=[C:38]([C:34]3[CH:33]=[C:32]([C:57]4[CH:62]=[CH:61][CH:60]=[CH:59][CH:58]=4)[CH:37]=[CH:36][CH:35]=3)[O:39][C:40]=2[CH3:56])=[C:9]([CH2:14][CH2:15][CH3:16])[CH:8]=1)[CH3:2] |f:1.2.3|. Procedure: A solution of 3-(4-hydroxy-3-propylphenyl)-2-methyl-2-phenoxy-propionic acid ethyl ester (266 mg, 1.0 mmol) in DMF (10 mL) was treated with cesium carbonate (407 mg, 1.25 mmol) and toluene-4-sulfonic acid 2-(2-biphenyl-3-yl-5-methyl-oxazol-4-yl)-ethyl ester (520 mg, 1.20 mmol) (see Ex. 2, Part F) and then heated at 55° C. for 18 h. After cooling to ambient temperature, the mixture was partitioned between ethyl acetate and water. The aqueous phase was extracted with ethyl acetate and then the org...